From a dataset of the Open Reaction Database (ORD), a public repository of structured organic reaction records. describe an organic reaction: reactants, conditions, products, and yield Reactants: C1(=CC(=CC=C1)N=C=O)C (3-tolyl isocyanate), NC1C(N(C2=C(C(=N1)C1=CC=CC=C1)C=CC=C2)CC(=O)C2=CC=CC=C2)=O (3-amino-1,3-dihydro-1-phenacyl-5-phenyl-2H-1,4-benzodiazepin-2-one). Run in O1CCCC1 (tetrahydrofuran), O1CCCC1 (tetrahydrofuran). Reaction conditions: time 4 hour. Yields the product O=C1N(C2=C(C(=NC1NC(=O)NC=1C=C(C=CC1)C)C1=CC=CC=C1)C=CC=C2)CC(=O)C2=CC=CC=C2 (1-[2,3-dihydro-2-oxo-1-phenacyl-5-phenyl-1H-1,4-benzodiazepin-3-yl]-3-(3-tolyl)urea). Isolated yield 77.5%. As a reaction SMILES: [NH2:1][CH:2]1[N:8]=[C:7]([C:9]2[CH:14]=[CH:13][CH:12]=[CH:11][CH:10]=2)[C:6]2[CH:15]=[CH:16][CH:17]=[CH:18][C:5]=2[N:4]([CH2:19][C:20]([C:22]2[CH:27]=[CH:26][CH:25]=[CH:24][CH:23]=2)=[O:21])[C:3]1=[O:28].[C:29]1([CH3:38])[CH:34]=[CH:33][CH:32]=[C:31]([N:35]=[C:36]=[O:37])[CH:30]=1>O1CCCC1>[O:28]=[C:3]1[CH:2]([NH:1][C:36]([NH:35][C:31]2[CH:30]=[C:29]([CH3:38])[CH:34]=[CH:33][CH:32]=2)=[O:37])[N:8]=[C:7]([C:9]2[CH:14]=[CH:13][CH:12]=[CH:11][CH:10]=2)[C:6]2[CH:15]=[CH:16][CH:17]=[CH:18][C:5]=2[N:4]1[CH2:19][C:20]([C:22]1[CH:23]=[CH:24][CH:25]=[CH:26][CH:27]=1)=[O:21]. Procedure details: To a mixture of 0.74 g 3-amino-1,3-dihydro-1-phenacyl-5-phenyl-2H-1,4-benzodiazepin-2-one and 5 ml tetrahydrofuran, was added a solution of 0.27 g 3-tolyl isocyanate in 3 ml tetrahydrofuran, and the resulting mixture was stirred at room temperature for four hours. The solvent was distilled off from the reaction mixture, and the residue was recrystallized from a mixture of toluene and n-hexane, thus giving 0.78 g of 1-[2,3-dihydro-2-oxo-1-phenacyl-5-phenyl-1H-1,4-benzodiazepin-3-yl]-3-(3-tolyl)ur... The reactants are COC(=O)CC(=O)Nc1ccc(COc2cccc(F)c2)cc1, [NH4+], [OH-]. The product is NC(=O)CC(=O)Nc1ccc(COc2cccc(F)c2)cc1. RXN SMILES: [CH3:1][O:2][C:3]([CH2:4][C:5](=[O:6])[NH:7][c:8]1[cH:9][cH:10][c:11]([CH2:14][O:15][c:16]2[cH:17][c:18]([F:22])[cH:19][cH:20][cH:21]2)[cH:12][cH:13]1)=[O:23].[NH4+:24].[OH-:25]>>[O:2]=[C:3]([CH2:4][C:5](=[O:6])[NH:7][c:8]1[cH:9][cH:10][c:11]([CH2:14][O:15][c:16]2[cH:17][c:18]([F:22])[cH:19][cH:20][cH:21]2)[cH:12][cH:13]1)[NH2:24]. Starting materials: CO (methanol), solution, C1(=CC=CC=C1)C (toluene), O=C1NC=CC(=C1)CNC1=C(C(=O)NC=2N=CC3=CC=CC=C3C2)C=CC=C1 (2-[[(1,2-dihydro-2-oxopyridin-4-yl)methyl]amino]-N-(isoquinolin-3-yl)benzoic acid amide), mixture, C[Si](C)(C)C=[N+]=[N-] (trimethylsilyldiazomethane). Solvent: CCCCCC (hexane). Reaction conditions: time 8 hour. The product is C1=NC(=CC2=CC=CC=C12)NC(C1=CC=CC=C1)=O (N-(isoquinolin-3-yl)benzic acid amide), CN1C(C=C(C=C1)CNC1=C(C(=O)NC=2N=CC3=CC=CC=C3C2)C=CC=C1)=O (2-[[(1,2-dihydro-1-methyl-2-oxopyridin-4-yl)methyl]amino]-N-(isoquinolin-3-yl)-benzoic acid amide). As a reaction SMILES: [O:1]=[C:2]1[CH:7]=[C:6]([CH2:8][NH:9][C:10]2[CH:28]=[CH:27][CH:26]=[CH:25][C:11]=2[C:12]([NH:14][C:15]2[N:16]=[CH:17][C:18]3[C:23]([CH:24]=2)=[CH:22][CH:21]=[CH:20][CH:19]=3)=[O:13])[CH:5]=[CH:4][NH:3]1.[C:29]1(C)C=CC=CC=1.CO.C[Si](C=[N+]=[N-])(C)C>CCCCCC>[CH:17]1[C:18]2[C:23](=[CH:22][CH:21]=[CH:20][CH:19]=2)[CH:24]=[C:15]([NH:14][C:12](=[O:13])[C:11]2[CH:25]=[CH:26][CH:27]=[CH:28][CH:10]=2)[N:16]=1.[CH3:29][N:3]1[CH:4]=[CH:5][C:6]([CH2:8][NH:9][C:10]2[CH:28]=[CH:27][CH:26]=[CH:25][C:11]=2[C:12]([NH:14][C:15]2[N:16]=[CH:17][C:18]3[C:23]([CH:24]=2)=[CH:22][CH:21]=[CH:20][CH:19]=3)=[O:13])=[CH:7][C:2]1=[O:1]. Procedure: 130 mg of 2-[[(1,2-dihydro-2-oxopyridin-4-yl)methyl]amino]-N-(isoquinolin-3-yl)benzoic acid amide is introduced into 4 ml of a mixture that consists of toluene:methanol=1:3.5 and mixed with 0.2 ml of a 2-molar solution of trimethylsilyldlazomethane in hexane and stirred for 8 hours at room temperature. After repeated addition of 0.2 ml of trimethylsilyldiazomethane solution and 1 hour of stirring, the batch is evaporated to the dry state and chromatographed on silica gel with methylene chloride:... The reactants are Br, CC(=O)O, COc1cc(-c2noc(C)n2)c(C(=O)c2ccc(OCc3ccccc3)cc2)c([N+](=O)[O-])c1O. Yields the product COc1cc(-c2noc(C)n2)c(C(=O)c2ccc(O)cc2)c([N+](=O)[O-])c1O. RXN SMILES: [BrH:39].[C:35]([OH:36])(=[O:37])[CH3:38].[CH2:1]([c:2]1[cH:3][cH:4][cH:5][cH:6][cH:7]1)[O:8][c:9]1[cH:10][cH:11][c:12]([C:15](=[O:16])[c:17]2[c:18]([N+:32](=[O:33])[O-:34])[c:19]([OH:31])[c:20]([O:29][CH3:30])[cH:21][c:22]2-[c:23]2[n:24][o:25][c:26]([CH3:28])[n:27]2)[cH:13][cH:14]1>>[OH:8][c:9]1[cH:10][cH:11][c:12]([C:15](=[O:16])[c:17]2[c:18]([N+:32](=[O:33])[O-:34])[c:19]([OH:31])[c:20]([O:29][CH3:30])[cH:21][c:22]2-[c:23]2[n:24][o:25][c:26]([CH3:28])[n:27]2)[cH:13][cH:14]1. Starting materials: CN(C=O)C.NC=1NC(C=2N=CN(C2N1)C1C(C(C(C1)O)CO)=C)=O (2-amino-9-(4-hydroxy-3-hydroxymethyl-2-methylene-cyclopentyl)-1,9-dihydro-purin-6-one N,N-dimethylformamide). Solvent: O (water). Reaction conditions: temperature 95 celsius, time 1 hour. Product: O.NC=1NC(C=2N=CN(C2N1)C1C(C(C(C1)O)CO)=C)=O (2-amino-9-(4-hydroxy-3-hydroxymethyl-2-methylene-cyclopentyl)-1,9-dihydro-purin-6-one monohydrate), solid. Yield: 96.9%. RXN SMILES: CN(C)C=[O:4].[NH2:6][C:7]1[NH:8][C:9](=[O:25])[C:10]2[N:11]=[CH:12][N:13]([CH:16]3[CH2:20][CH:19]([OH:21])[CH:18]([CH2:22][OH:23])[C:17]3=[CH2:24])[C:14]=2[N:15]=1>O>[OH2:4].[NH2:6][C:7]1[NH:8][C:9](=[O:25])[C:10]2[N:11]=[CH:12][N:13]([CH:16]3[CH2:20][CH:19]([OH:21])[CH:18]([CH2:22][OH:23])[C:17]3=[CH2:24])[C:14]=2[N:15]=1 |f:0.1,3.4|. Reported procedure: The compound of formula (XIV) obtained in Example 1-10 (1.1 g) was mixed with distilled water (16.5 ml) and stirred at 95° C. for 1 hr. The resulting solution was cooled to room temperature to crystallize and stirred at 10° C. for 1 hr. The resulting solid was filtered and dried under a nitrogen atmosphere to obtain the title compound with a purity of 99.8% or more as a white-colored solid (0.9 g, yield: 96.9%).